describe an organic reaction: reactants, conditions, products, and yield From a dataset of the Open Reaction Database (ORD), a public repository of structured organic reaction records. The reactants are [N+](=O)([O-])C1=CC=C(C=C1)C1=NSC(=N1)C(=O)OCC (ethyl 3-(4-nitrophenyl)-1,2,4-thiadiazole-5-carboxylate), Cl (hydrochloric acid), reduced iron. Run in O (water). Conditions: temperature 80 celsius. Yields the product S1N=C(N=C1)C1=CC=C(N)C=C1 (4-(1,2,4-thiadiazol-3-yl)aniline). RXN SMILES: [N+:1]([C:4]1[CH:9]=[CH:8][C:7]([C:10]2[N:14]=[C:13](C(OCC)=O)[S:12][N:11]=2)=[CH:6][CH:5]=1)([O-])=O.Cl>O>[S:12]1[CH:13]=[N:14][C:10]([C:7]2[CH:8]=[CH:9][C:4]([NH2:1])=[CH:5][CH:6]=2)=[N:11]1. Reported procedure: Ethyl cianoformate was added to a dodecane suspension of 5-(4-nitrophenyl)-1,3,4-oxathiazol-2-on, and the mixture was refluxed under heating for 3 hours. After cooling the reaction mixture to room temperature, the precipitation was separated by filtration and washed with hexane. The crude product obtained was purified by silica gel column chromatography to obtain ethyl 3-(4-nitrophenyl)-1,2,4-thiadiazole-5-carboxylate (pale yellow solid). The ethanol suspension of this product was added with wat... Starting materials: CCOCC, CC#N, O=C(CCl)Nc1ccc(F)cn1, O=C(OC1CN2CCC1CC2)C1(c2ccccc2)CCCCCC1. The product is O=C(C[N+]12CCC(CC1)C(OC(=O)C1(c3ccccc3)CCCCCC1)C2)Nc1ccc(F)cn1, [Cl-]. As a reaction SMILES: [CH3:37][CH2:38][O:39][CH2:40][CH3:41].[CH3:42][C:43]#[N:44].[Cl:1][CH2:2][C:3](=[O:4])[NH:5][c:6]1[n:7][cH:8][c:9]([F:12])[cH:10][cH:11]1.[N:13]12[CH2:14][CH:15]([O:21][C:22](=[O:23])[C:24]3([c:31]4[cH:32][cH:33][cH:34][cH:35][cH:36]4)[CH2:25][CH2:26][CH2:27][CH2:28][CH2:29][CH2:30]3)[CH:16]([CH2:17][CH2:18]1)[CH2:19][CH2:20]2>>[CH2:2]([C:3](=[O:4])[NH:5][c:6]1[n:7][cH:8][c:9]([F:12])[cH:10][cH:11]1)[N+:13]12[CH2:14][CH:15]([O:21][C:22](=[O:23])[C:24]3([c:31]4[cH:32][cH:33][cH:34][cH:35][cH:36]4)[CH2:25][CH2:26][CH2:27][CH2:28][CH2:29][CH2:30]3)[CH:16]([CH2:17][CH2:18]1)[CH2:19][CH2:20]2.[Cl-:1]. The reactants are aqueous solution, C([O-])([O-])=O.[K+].[K+] (potassium carbonate), CC(C(C1=CN=C2C(=N1)C(=O)N=C(N2)N)O)O (biopterin), Cl (hydrochloric acid), aqueous solution, C([O-])([O-])=O.[K+].[K+] (potassium carbonate), [H][H] (hydrogen), [H][H] (hydrogen). The reagents and catalysts are [Pt]=O (platinum oxide). Product: CC(C(C1CNC2=C(N1)C(=O)N=C(N2)N)O)O (tetrahydrobiopterin). As a reaction SMILES: C(=O)([O-])[O-].[K+].[K+].[H][H].[CH3:9][CH:10]([OH:25])[CH:11]([OH:24])[C:12]1[N:17]=[C:16]2[C:18]([N:20]=[C:21]([NH2:23])[NH:22][C:15]2=[N:14][CH:13]=1)=[O:19].Cl>[Pt]=O>[CH3:9][CH:10]([OH:25])[CH:11]([OH:24])[CH:12]1[NH:17][C:16]2[C:18]([N:20]=[C:21]([NH2:23])[NH:22][C:15]=2[NH:14][CH2:13]1)=[O:19] |f:0.1.2|. Procedure: There was dispersed 500 mg of platinum oxide into 250 ml of 10% aqueous solution of potassium carbonate, and then the catalyst was activated with hydrogen gas. Then, 250 ml of 10% aqueous solution of potassium carbonate containing 5.0 g of biopterin was added to the above dispersion. After the catalytic reduction was conducted by agitating the resulting mixture for 5 hours under normal temperature and normal pressure in a hydrogen atmosphere, the reaction mixture was adjusted to pH 1 by adding 2... Reactants: C(C)OC(=O)N1CCN(CC1)C(=O)C(CCC(=O)OC(C)(C)C)NC(=O)C1=NC2=CC=CC=C2C(=C1)C(=O)NC(CCC(=O)OC(C)(C)C)C(=O)OC (2-[1-(4-(Ethoxycarbonyl)piperazin-1-yl)carbonyl-3-(1,1-dimethylethoxycarbonyl)propyl]aminocarbonyl-4-[(1-(methoxycarbonyl)-3-(1,1-dimethylethoxycarbonyl)propyl)aminocarbonyl]quinoline), [Li+].[OH-] (LiOH), C1CCOC1.O (THF H2O), Cl (HCl). Solvent: C(C)(=O)OCC (ethyl acetate). Reaction conditions: time 5 hour. Yields the product C(C)OC(=O)N1CCN(CC1)C(=O)C(CCC(=O)OC(C)(C)C)NC(=O)C1=NC2=CC=CC=C2C(=C1)C(=O)NC(CCC(=O)OC(C)(C)C)C(=O)O (2-[l-(4-(ethoxycarbonyl)piperazin-1-yl)carbonyl-3-(1,1-dimethylethoxycarbonyl)propyl]aminocarbonyl-4-[(1-carboxy-3-(1,1-dimethylethoxycarbonyl)propyl)aminocarbonyl]quinoline). The yield is 90.0%. Reaction SMILES: [CH2:1]([O:3][C:4]([N:6]1[CH2:11][CH2:10][N:9]([C:12]([CH:14]([NH:24][C:25]([C:27]2[CH:36]=[C:35]([C:37]([NH:39][CH:40]([C:50]([O:52]C)=[O:51])[CH2:41][CH2:42][C:43]([O:45][C:46]([CH3:49])([CH3:48])[CH3:47])=[O:44])=[O:38])[C:34]3[C:29](=[CH:30][CH:31]=[CH:32][CH:33]=3)[N:28]=2)=[O:26])[CH2:15][CH2:16][C:17]([O:19][C:20]([CH3:23])([CH3:22])[CH3:21])=[O:18])=[O:13])[CH2:8][CH2:7]1)=[O:5])[CH3:2].[Li+].[OH-].C1COCC1.O.Cl>C(OCC)(=O)C>[CH2:1]([O:3][C:4]([N:6]1[CH2:7][CH2:8][N:9]([C:12]([CH:14]([NH:24][C:25]([C:27]2[CH:36]=[C:35]([C:37]([NH:39][CH:40]([C:50]([OH:52])=[O:51])[CH2:41][CH2:42][C:43]([O:45][C:46]([CH3:49])([CH3:48])[CH3:47])=[O:44])=[O:38])[C:34]3[C:29](=[CH:30][CH:31]=[CH:32][CH:33]=3)[N:28]=2)=[O:26])[CH2:15][CH2:16][C:17]([O:19][C:20]([CH3:21])([CH3:23])[CH3:22])=[O:18])=[O:13])[CH2:10][CH2:11]1)=[O:5])[CH3:2] |f:1.2,3.4|. Procedure: 2-[1-(4-(Ethoxycarbonyl)piperazin-1-yl)carbonyl-3-(1,1-dimethylethoxycarbonyl)propyl]aminocarbonyl-4-[(1-(methoxycarbonyl)-3-(1,1-dimethylethoxycarbonyl)propyl)aminocarbonyl]quinoline (170 mg, 0.229 mmol) was treated with LiOH (2.0 eq.) in a solution of THF:H2O (3:1, 12 mL). The reaction mixture was stirred at ambient temperature for 5 hours. The pH value of the reaction mixture was adjusted to between pH 3 and pH4 with 1N HCl solution. The reaction mixture was evaporated in vacuo to afford a cr... Reactants: CC(c1c(O)ccc(F)c1Cl)c1cn(C(=O)OC(C)(C)C)c2ncc(Br)cc12, CCOC(=O)C(F)(F)Cl, [K+], [K+], O=C([O-])[O-], CN(C)C=O. Product: CC(c1c(OC(F)F)ccc(F)c1Cl)c1cn(C(=O)OC(C)(C)C)c2ncc(Br)cc12. Reaction SMILES: [Br:1][c:2]1[cH:3][c:4]2[c:5]([n:6][cH:7]1)[n:8]([C:22](=[O:23])[O:24][C:25]([CH3:26])([CH3:27])[CH3:28])[cH:9][c:10]2[CH:11]([CH3:12])[c:13]1[c:14]([Cl:21])[c:15]([F:20])[cH:16][cH:17][c:18]1[OH:19].[CH2:29]([O:30][C:31](=[O:32])[C:33]([F:34])([F:35])[Cl:36])[CH3:37].[K+:38].[K+:39].[O-:40][C:41]([O-:42])=[O:43].[O:44]=[CH:45][N:46]([CH3:47])[CH3:48]>>[Br:1][c:2]1[cH:3][c:4]2[c:5]([n:6][cH:7]1)[n:8]([C:22](=[O:23])[O:24][C:25]([CH3:26])([CH3:27])[CH3:28])[cH:9][c:10]2[CH:11]([CH3:12])[c:13]1[c:14]([Cl:21])[c:15]([F:20])[cH:16][cH:17][c:18]1[O:19][CH:33]([F:34])[F:35]. The reactants are COC(=O)c1cc(-c2cc(Br)c(O)c(Br)c2)on1, C[Al](C)C, CCCCCC, CNCc1ccccc1, ClC(Cl)Cl, O. Yields the product CN(Cc1ccccc1)C(=O)c1cc(-c2cc(Br)c(O)c(Br)c2)on1. As a reaction SMILES: [Br:14][c:15]1[cH:16][c:17](-[c:23]2[cH:24][c:25]([C:28]([O:30][CH3:29])=[O:31])[n:26][o:27]2)[cH:18][c:19]([Br:22])[c:20]1[OH:21].[CH3:1][Al:2]([CH3:3])[CH3:4].[CH3:33][CH2:34][CH2:35][CH2:36][CH2:37][CH3:38].[CH3:5][NH:6][CH2:7][c:8]1[cH:9][cH:10][cH:11][cH:12][cH:13]1.[CH:39]([Cl:40])([Cl:41])[Cl:42].[OH2:32]>>[CH3:5][N:6]([CH2:7][c:8]1[cH:9][cH:10][cH:11][cH:12][cH:13]1)[C:28]([c:25]1[cH:24][c:23](-[c:17]2[cH:16][c:15]([Br:14])[c:20]([OH:21])[c:19]([Br:22])[cH:18]2)[o:27][n:26]1)=[O:30]. Reactants: [H][H] (hydrogen), C1(=CC=CC=C1)COCC(=O)N1[C@@H](CC2=CC(=CC=C12)N1C(O[C@H](C1)C(=O)OC)=O)C (methyl (5R)-3-[(2R)-2,3-dihydro-1-[(phenylmethoxy)acetyl]-2-methyl-1H-indol-5-yl]-2-oxo-5-oxazolidinecarboxylate). Reagents/catalysts: [OH-].[OH-].[Pd+2] (Pearlman's catalyst), [OH-].[OH-].[Pd+2] (Pearlman's catalyst). The solvent is CO (methanol). The product is OCC(=O)N1[C@@H](CC2=CC(=CC=C12)N1C(O[C@H](C1)C(=O)OC)=O)C (methyl (5R)-3-[(2R)-2,3-dihydro-1-(hydroxyacetyl)-2-methyl-1H-indol-5-yl]-2-oxo-5-oxazolidinecarboxylate). RXN SMILES: C1(C[O:8][CH2:9][C:10]([N:12]2[C:20]3[C:15](=[CH:16][C:17]([N:21]4[CH2:25][C@H:24]([C:26]([O:28][CH3:29])=[O:27])[O:23][C:22]4=[O:30])=[CH:18][CH:19]=3)[CH2:14][C@H:13]2[CH3:31])=[O:11])C=CC=CC=1.[H][H]>[OH-].[OH-].[Pd+2].CO>[OH:8][CH2:9][C:10]([N:12]1[C:20]2[C:15](=[CH:16][C:17]([N:21]3[CH2:25][C@H:24]([C:26]([O:28][CH3:29])=[O:27])[O:23][C:22]3=[O:30])=[CH:18][CH:19]=2)[CH2:14][C@H:13]1[CH3:31])=[O:11] |f:2.3.4|. Reported procedure: A mixture of methyl (5R)-3-[(2R)-2,3-dihydro-1-[(phenylmethoxy)acetyl]-2-methyl-1H-indol-5-yl]-2-oxo-5-oxazolidinecarboxylate (Step 1, 0.301 g, 0.71 mmol) and Pearlman's catalyst (0.032 g) in methanol (30 mL) is shaken on a Parr apparatus under a 36 psi hydrogen atmosphere for approximately 24 h, during which additional Pearlman's catalyst (0.044 g) is added. The catalyst is removed by filtration through a pad of Celite, and the filtrate is concentrated under reduced pressure. The residue is pur... Reactants: O=C([O-])[O-], ClCCOCCCl, [K+], [K+], Nc1cccc([N+](=O)[O-])c1, CN(C)C=O. Product: O=[N+]([O-])c1cccc(N2CCOCC2)c1. As a reaction SMILES: [C:18](=[O:19])([O-:20])[O-:21].[Cl:11][CH2:12][CH2:13][O:14][CH2:15][CH2:16][Cl:17].[K+:22].[K+:23].[N+:1](=[O:2])([O-:3])[c:4]1[cH:5][c:6]([NH2:7])[cH:8][cH:9][cH:10]1.[O:24]=[CH:25][N:26]([CH3:27])[CH3:28]>>[N+:1](=[O:2])([O-:3])[c:4]1[cH:5][c:6]([N:7]2[CH2:12][CH2:13][O:14][CH2:15][CH2:16]2)[cH:8][cH:9][cH:10]1. The reactants are O=C1CCC(=O)N1Br, Cc1ccc(Br)cc1F, ClC(Cl)(Cl)Cl, CC(C)(C#N)N=NC(C)(C)C#N. Product: Fc1cc(Br)ccc1CBr. Reaction SMILES: [Br:10][N:11]1[C:12](=[O:13])[CH2:14][CH2:15][C:16]1=[O:17].[Br:1][c:2]1[cH:3][c:4]([F:9])[c:5]([CH3:8])[cH:6][cH:7]1.[C:30]([Cl:31])([Cl:32])([Cl:33])[Cl:34].[N:18]#[C:19][C:20]([N:21]=[N:22][C:23]([C:24]#[N:25])([CH3:26])[CH3:27])([CH3:28])[CH3:29]>>[Br:1][c:2]1[cH:3][c:4]([F:9])[c:5]([CH2:8][Br:10])[cH:6][cH:7]1.